From a dataset of the Open Reaction Database (ORD), a public repository of structured organic reaction records. describe an organic reaction: reactants, conditions, products, and yield Starting materials: CC1(OB(OC1(C)C)C1=CC=C(N)C=C1)C (4-(4,4,5,5-Tetramethyl-1,3,2-dioxaborolan-2-yl)aniline), C([O-])([O-])=O.[K+].[K+] (potassium carbonate), BrC=1C(=NC=C(C1)C1=CC(=C(C=C1)OCCN1CCCC1)OC)N (3-Bromo-5-[3-methoxy-4-(2-pyrrolidin-1-ylethoxy)phenyl]pyridin-2-amine). Reagents/catalysts: C=1C=CC(=CC1)[P](C=2C=CC=CC2)(C=3C=CC=CC3)[Pd]([P](C=4C=CC=CC4)(C=5C=CC=CC5)C=6C=CC=CC6)([P](C=7C=CC=CC7)(C=8C=CC=CC8)C=9C=CC=CC9)[P](C=1C=CC=CC1)(C=1C=CC=CC1)C=1C=CC=CC1 (tetrakis(triphenylphosphine)palladium). Solvent: O1CCOCC1 (dioxane), O (water). Reaction conditions: temperature 100 celsius, time 5 hour. The product is NC1=CC=C(C=C1)C=1C(=NC=C(C1)C1=CC(=C(C=C1)OCCN1CCCC1)OC)N (3-(4-Aminophenyl)-5-[3-methoxy-4-(2-pyrrolidin-1-ylethoxy)phenyl]pyridin-2-amine). Isolated yield 105.3%. Reaction SMILES: CC1(C)C(C)(C)OB([C:9]2[CH:15]=[CH:14][C:12]([NH2:13])=[CH:11][CH:10]=2)O1.C(=O)([O-])[O-].[K+].[K+].Br[C:24]1[C:25]([NH2:46])=[N:26][CH:27]=[C:28]([C:30]2[CH:35]=[CH:34][C:33]([O:36][CH2:37][CH2:38][N:39]3[CH2:43][CH2:42][CH2:41][CH2:40]3)=[C:32]([O:44][CH3:45])[CH:31]=2)[CH:29]=1>O1CCOCC1.O.C1C=CC([P]([Pd]([P](C2C=CC=CC=2)(C2C=CC=CC=2)C2C=CC=CC=2)([P](C2C=CC=CC=2)(C2C=CC=CC=2)C2C=CC=CC=2)[P](C2C=CC=CC=2)(C2C=CC=CC=2)C2C=CC=CC=2)(C2C=CC=CC=2)C2C=CC=CC=2)=CC=1>[NH2:13][C:12]1[CH:11]=[CH:10][C:9]([C:24]2[C:25]([NH2:46])=[N:26][CH:27]=[C:28]([C:30]3[CH:35]=[CH:34][C:33]([O:36][CH2:37][CH2:38][N:39]4[CH2:43][CH2:42][CH2:41][CH2:40]4)=[C:32]([O:44][CH3:45])[CH:31]=3)[CH:29]=2)=[CH:15][CH:14]=1 |f:1.2.3,^1:57,59,78,97|. Procedure: 4-(4,4,5,5-Tetramethyl-1,3,2-dioxaborolan-2-yl)aniline (285 mg), tetrakis(triphenylphosphine)palladium (110 mg) and potassium carbonate (396 mg) were added to a solution of the compound obtained in Step 1 of Example 39 (375 mg) in dioxane (10 ml) and water (1 ml) at room temperature. The reaction mixture was stirred at 100° C. for five hours. The reaction mixture was returned to room temperature, followed by extraction with chloroform. The organic layer was dried over magnesium sulfate. After fi... Starting materials: BrC1=CC(=C(C=C1)S(=O)(=O)NCC1CC1)C(F)(F)F (4-bromo-N-(cyclopropylmethyl)-2-(trifluoromethyl)benzenesulfonamide), C(#N)C1=CC=C(N1C)B(O)O (5-cyano-1-methyl-1H-pyrrol-2-ylboronic acid), [F-].[K+] (potassium fluoride). Reagents/catalysts: C=1C=CC(=CC1)/C=C/C(=O)/C=C/C2=CC=CC=C2.C=1C=CC(=CC1)/C=C/C(=O)/C=C/C2=CC=CC=C2.C=1C=CC(=CC1)/C=C/C(=O)/C=C/C2=CC=CC=C2.[Pd].[Pd] (tris(dibenzylideneacetone)dipalladium(0)), C(C)(C)(C)P(C(C)(C)C)C(C)(C)C (Tri-t-butylphosphine). Conditions: time 16 hour. Product: C(#N)C1=CC=C(N1C)C1=CC(=C(C=C1)S(=O)(=O)NCC1CC1)C(F)(F)F (4-(5-cyano-1-methyl-1H-pyrrol-2-yl)-N-(cyclopropylmethyl)-2-(trifluoromethyl)-benzenesulfonamide). Yield: 49.4%. As a reaction SMILES: Br[C:2]1[CH:7]=[CH:6][C:5]([S:8]([NH:11][CH2:12][CH:13]2[CH2:15][CH2:14]2)(=[O:10])=[O:9])=[C:4]([C:16]([F:19])([F:18])[F:17])[CH:3]=1.[C:20]([C:22]1[N:26]([CH3:27])[C:25](B(O)O)=[CH:24][CH:23]=1)#[N:21].[F-].[K+]>C1C=CC(/C=C/C(/C=C/C2C=CC=CC=2)=O)=CC=1.C1C=CC(/C=C/C(/C=C/C2C=CC=CC=2)=O)=CC=1.C1C=CC(/C=C/C(/C=C/C2C=CC=CC=2)=O)=CC=1.[Pd].[Pd].C(P(C(C)(C)C)C(C)(C)C)(C)(C)C>[C:20]([C:22]1[N:26]([CH3:27])[C:25]([C:2]2[CH:7]=[CH:6][C:5]([S:8]([NH:11][CH2:12][CH:13]3[CH2:15][CH2:14]3)(=[O:10])=[O:9])=[C:4]([C:16]([F:19])([F:18])[F:17])[CH:3]=2)=[CH:24][CH:23]=1)#[N:21] |f:2.3,4.5.6.7.8|. Procedure: In analogous manner to general procedure B, 4-bromo-N-(cyclopropylmethyl)-2-(trifluoromethyl)benzenesulfonamide (200 mg, 0.56 mmol), 5-cyano-1-methyl-1H-pyrrol-2-ylboronic acid (100 mg, 0.67 mmol), potassium fluoride (107 mg, 1.85 mmol), and tris(dibenzylideneacetone)dipalladium(0) (14 mg, 0.01 mmol) were placed in an oven dried flask under nitrogen and dry THF (1.4 mL) was added. Tri-t-butylphosphine (83 μL, 0.02 mmol, 10 wt % in hexane) was added and the reaction was stirred for 16 hours. 4-(5... Reagents/catalysts: [Pd] (palladium). Isolated yield 61.0%. RXN SMILES: [CH3:1][O:2][C:3]1[CH:20]=[C:19]([O:21][CH3:22])[CH:18]=[CH:17][C:4]=1[CH2:5][N:6]1[CH:14]2[CH:9]([CH2:10][CH2:11][C:12](=O)[CH2:13]2)[CH2:8][C:7]1=[O:16].[H][H].[NH3:25]>CO.[Pd]>[NH2:25][CH:12]1[CH2:13][CH:14]2[CH:9]([CH2:8][C:7](=[O:16])[N:6]2[CH2:5][C:4]2[CH:17]=[CH:18][C:19]([O:21][CH3:22])=[CH:20][C:3]=2[O:2][CH3:1])[CH2:10][CH2:11]1. The reactants are COC1=C(CN2C(CC3CCC(CC23)=O)=O)C=CC(=C1)OC (1-(2,4-Dimethoxy-benzyl)-hexahydro-indole-2,6-dione), N (ammonia), [H][H] (hydrogen). Run in CO (methanol). Procedure: To a solution of 1-(2,4-Dimethoxy-benzyl)-hexahydro-indole-2,6-dione (47 mg, 0.15 mmol) in 7.0 M of ammonia in methanol (10 mL) was added palladium (10 wt % on activated carbon, 26 mg). The reaction mixture was stirred at room temperature under 1 atm of hydrogen gas for 20 hours. The reaction mixture was then filtered through celite and evaporated in vacuo. Purification by column chromatography on silica gel (gradient: 0 to 5% methanol in dichloromethane containing 2% triethylamine) yielded 28.7... Product: NC1CCC2CC(N(C2C1)CC1=C(C=C(C=C1)OC)OC)=O (6-Amino-1-(2,4-dimethoxy-benzyl)-octahydro-indol-2-one). Reactants: CSC.B (borane dimethylsulfide), FC1=C(C=CC(=C1F)O)CC(=O)O (2-(2,3-difluoro-4-hydroxyphenyl)acetic acid). Run in O1CCCC1 (tetrahydrofuran). Reaction conditions: time 8 hour. The product is FC1=C(C=CC(=C1F)CCO)O (2,3-Difluoro-4-(2-hydroxyethyl)phenol). RXN SMILES: CSC.B.[F:5][C:6]1[C:11]([F:12])=[C:10]([OH:13])[CH:9]=[CH:8][C:7]=1[CH2:14][C:15](O)=[O:16]>O1CCCC1>[F:12][C:11]1[C:6]([F:5])=[C:7]([CH2:14][CH2:15][OH:16])[CH:8]=[CH:9][C:10]=1[OH:13] |f:0.1|. Procedure: A solution of borane dimethylsulfide complex (2M in THF, 14.4 mL) was added dropwise to a solution of 2-(2,3-difluoro-4-hydroxyphenyl)acetic acid (example 77, step a) (1.08 g) in tetrahydrofuran (25 mL) at 0° C. and the resulting mixture was allowed to warm to RT and stirred overnight. The reaction was quenched with methanol and when bubbling had ceased the solvent evaporated. The residue was purified by silica gel chromatography eluting with 4:1 isohexane:ethyl acetate to ethyl acetate gradient... Starting materials: C(CCC)[Li] (butyllithium), C(C)OC(=O)C1CCN(CC1)C(=O)OC(C)(C)C (piperidine-1,4-dicarboxylic acid 1-tert-butyl ester 4-ethyl ester), C(C)(C)NC(C)C (diisopropylamine), C(=O)=O.CC(=O)C (dry ice acetone), C(C=C)I (allyl iodide). Solvent: CCCCCC (hexane), C1CCOC1 (THF), C1CCOC1 (THF), CN(C)P(=O)(N(C)C)N(C)C (HMPA). Run at temperature 0 celsius, time 15 minute. The product is C(C)OC(=O)C1(CCN(CC1)C(=O)OC(C)(C)C)CC=C (4-Allyl-piperidine-1,4-dicarboxylic acid 1-tert-butyl ester 4-ethyl ester). Yield: 100.9%. As a reaction SMILES: [CH:1](NC(C)C)([CH3:3])[CH3:2].C(=O)=O.CC(C)=O.C([Li])CCC.[CH2:20]([O:22][C:23]([CH:25]1[CH2:30][CH2:29][N:28]([C:31]([O:33][C:34]([CH3:37])([CH3:36])[CH3:35])=[O:32])[CH2:27][CH2:26]1)=[O:24])[CH3:21].C(I)C=C>C1COCC1.CCCCCC.CN(P(N(C)C)(N(C)C)=O)C>[CH2:20]([O:22][C:23]([C:25]1([CH2:3][CH:1]=[CH2:2])[CH2:30][CH2:29][N:28]([C:31]([O:33][C:34]([CH3:36])([CH3:35])[CH3:37])=[O:32])[CH2:27][CH2:26]1)=[O:24])[CH3:21] |f:1.2|. Reported procedure: In a 250 mL round bottom flask was weighed 6.1 g (60 mmol) of diisopropylamine and dissolved in THF (100 mL). This solution was cooled to −78° C. (dry ice/acetone bath). To this solution was added 24 mL of 2.5 M (60 mmol) of butyllithium in hexane and stirred for 15 min, warmed up to 0° C. for 20 min, re-cooled to −78° C. To this mixture was added piperidine-1,4-dicarboxylic acid 1-tert-butyl ester 4-ethyl ester (12.87 g, 50 mmol) in THF (10 mL). There was almost no color change. This was stirre... The reactants are NNC(=S)N (thiosemicarbazide), C(C(=O)Cl)(=O)Cl (Oxalyl chloride), ClC1=C(C(=CC=C1C)Cl)NC1=C(C(=O)O)C=CC=C1 (2-[(2,6-dichloro-3-methylphenyl)amino]-benzoic acid), CN(C=O)C (dimethylformamide). Run in N1=CC=CC=C1 (pyridine), C(Cl)Cl (methylene chloride), C(Cl)Cl (methylene chloride). Run at temperature 0 celsius, time 15 minute. The product is NC(NNC(C1=C(C=CC=C1)NC1=C(C(=CC=C1Cl)C)Cl)=O)=S (2-[(2,6-dichloro-3-methylphenyl)amino]-benzoic acid, 2-(aminothioxomethyl) hydrazide). Isolated yield 42.4%. Reaction SMILES: C(Cl)(=O)C(Cl)=O.[Cl:7][C:8]1[C:13]([CH3:14])=[CH:12][CH:11]=[C:10]([Cl:15])[C:9]=1[NH:16][C:17]1[CH:25]=[CH:24][CH:23]=[CH:22][C:18]=1[C:19](O)=[O:20].CN(C)C=O.[NH2:31][NH:32][C:33]([NH2:35])=[S:34]>C(Cl)Cl.N1C=CC=CC=1>[NH2:35][C:33](=[S:34])[NH:32][NH:31][C:19](=[O:20])[C:18]1[CH:22]=[CH:23][CH:24]=[CH:25][C:17]=1[NH:16][C:9]1[C:10]([Cl:15])=[CH:11][CH:12]=[C:13]([CH3:14])[C:8]=1[Cl:7]. Procedure: Oxalyl chloride (2.85 g, 22.5 mmol) in 10 ml of methylene chloride is added dropwise to a 0° C. suspension of 2-[(2,6-dichloro-3-methylphenyl)amino]-benzoic acid (3.17 g, 10.6 mmol) and dimethylformamide (830 μl, 10.6 mmol) in 50 ml of methylene chloride. The clear yellow solution is stirred at 0° C. for 15 minutes and then at room temperature for 30 minutes. The solution is then concentrated in vacuo to give a yellow solid. This solid is added in portions to a suspension of thiosemicarbazide (1... Reactants: CC(C)(C)OC(=O)N1CC2CCCC2C1C=O, ClC(Cl)Cl, NCc1ccccc1, [Na+], O=C([O-])O. Yields the product CC(C)(C)OC(=O)N1CC2CCCC2C1CNCc1ccccc1. As a reaction SMILES: [C:9]([CH3:10])([CH3:11])([CH3:12])[O:13][C:14](=[O:15])[N:16]1[CH:17]([CH:24]=[O:25])[CH:18]2[CH2:19][CH2:20][CH2:21][CH:22]2[CH2:23]1.[CH:31]([Cl:32])([Cl:33])[Cl:34].[NH2:1][CH2:2][c:3]1[cH:4][cH:5][cH:6][cH:7][cH:8]1.[Na+:30].[O-:26][C:27]([OH:28])=[O:29]>>[NH:1]([CH2:2][c:3]1[cH:4][cH:5][cH:6][cH:7][cH:8]1)[CH2:24][CH:17]1[N:16]([C:14]([O:13][C:9]([CH3:10])([CH3:11])[CH3:12])=[O:15])[CH2:23][CH:22]2[CH:18]1[CH2:19][CH2:20][CH2:21]2.